From a dataset of the Open Reaction Database (ORD), a public repository of structured organic reaction records. describe an organic reaction: reactants, conditions, products, and yield Reactants: C1COCCN1, CCO, Cc1nc[nH]c1C=C1C(=O)Nc2ncnc(Cl)c21. Yields the product Cc1nc[nH]c1C=C1C(=O)Nc2ncnc(N3CCOCC3)c21. Reaction SMILES: [CH2:19]1[CH2:20][O:21][CH2:22][CH2:23][NH:24]1.[CH3:25][CH2:26][OH:27].[Cl:1][c:2]1[c:3]2[c:4]([n:5][cH:6][n:7]1)[NH:8][C:9](=[O:18])[C:10]2=[CH:11][c:12]1[nH:13][cH:14][n:15][c:16]1[CH3:17]>>[c:2]1([N:24]2[CH2:19][CH2:20][O:21][CH2:22][CH2:23]2)[c:3]2[c:4]([n:5][cH:6][n:7]1)[NH:8][C:9](=[O:18])[C:10]2=[CH:11][c:12]1[nH:13][cH:14][n:15][c:16]1[CH3:17]. The product is C(C)(C)(C)OC(=O)N1C[C@H](N(CC1)C1=C(C=C(C=C1)C)C)C ((R)-4-(2,4-dimethylphenyl)-3-methylpiperazine-1-carboxylic acid tert-butyl ester). Reported procedure: To a mixture of 1-bromo-2,4-dimethylbenzene (3.8 mL), (R)-4-N-Boc-2-methylpiperazine (5.0 g), palladium (II) acetate (281 mg), 2-(dicyclohexylphosphino)-2′,4′,6′-tri-isopropyl-1,1′-biphenyl (1.19 g) and sodium tert-butoxide (3.4 g) was added toluene (50 mL), and the mixture was refluxed for 3 hr. After cooling, the mixture was extracted with ethyl acetate. The organic layer was washed with saturated brine, and the solvent was evaporated. The residue was purified by column chromatography (chlorof... Starting materials: BrC1=C(C=C(C=C1)C)C (1-bromo-2,4-dimethylbenzene), C(=O)(OC(C)(C)C)N1C[C@H](NCC1)C ((R)-4-N-Boc-2-methylpiperazine), C1(CCCCC1)P(C1=C(C=CC=C1)C1=C(C=C(C=C1C(C)C)C(C)C)C(C)C)C1CCCCC1 (2-(dicyclohexylphosphino)-2′,4′,6′-tri-isopropyl-1,1′-biphenyl), CC(C)([O-])C.[Na+] (sodium tert-butoxide). Run in C1(=CC=CC=C1)C (toluene). RXN SMILES: Br[C:2]1[CH:7]=[CH:6][C:5]([CH3:8])=[CH:4][C:3]=1[CH3:9].[C:10]([N:17]1[CH2:22][CH2:21][NH:20][C@H:19]([CH3:23])[CH2:18]1)([O:12][C:13]([CH3:16])([CH3:15])[CH3:14])=[O:11].C1(P(C2CCCCC2)C2C=CC=CC=2C2C(C(C)C)=CC(C(C)C)=CC=2C(C)C)CCCCC1.CC(C)([O-])C.[Na+]>C([O-])(=O)C.[Pd+2].C([O-])(=O)C.C1(C)C=CC=CC=1>[C:13]([O:12][C:10]([N:17]1[CH2:22][CH2:21][N:20]([C:2]2[CH:7]=[CH:6][C:5]([CH3:8])=[CH:4][C:3]=2[CH3:9])[C@H:19]([CH3:23])[CH2:18]1)=[O:11])([CH3:16])([CH3:14])[CH3:15] |f:3.4,5.6.7|. Reagents/catalysts: C(C)(=O)[O-].[Pd+2].C(C)(=O)[O-] (palladium (II) acetate). Reactants: CS(=O)(=O)OC(CCS(=O)(=O)CC1=CC(=CC=C1)OC1=CC=CC=C1)C(=O)NCCN1CCOCC1 (1-[(2-morpholinoethyl)amino]carbonyl-3-[(3-phenoxybenzyl)sulfonyl]propyl methanesulfonate), C(C)(=S)[O-].[K+] (potassium thioacetate). The solvent is CN(C)C=O (DMF). Conditions: time 1 hour. The product is C(C)(OC(CCS(=O)(=O)CC1=CC(=CC=C1)OC1=CC=CC=C1)C(=O)NCCN1CCOCC1)=S (1-[(2-morpholinoethyl)amino]carbonyl-3-[(3-phenoxybenzyl)sulfonyl]propyl ethanethioate). Yield: 69.1%. Reaction SMILES: CS([O:5][CH:6]([C:26]([NH:28][CH2:29][CH2:30][N:31]1[CH2:36][CH2:35][O:34][CH2:33][CH2:32]1)=[O:27])[CH2:7][CH2:8][S:9]([CH2:12][C:13]1[CH:18]=[CH:17][CH:16]=[C:15]([O:19][C:20]2[CH:25]=[CH:24][CH:23]=[CH:22][CH:21]=2)[CH:14]=1)(=[O:11])=[O:10])(=O)=O.[C:37]([O-])(=[S:39])[CH3:38].[K+]>CN(C=O)C>[C:37](=[S:39])([O:5][CH:6]([C:26]([NH:28][CH2:29][CH2:30][N:31]1[CH2:32][CH2:33][O:34][CH2:35][CH2:36]1)=[O:27])[CH2:7][CH2:8][S:9]([CH2:12][C:13]1[CH:18]=[CH:17][CH:16]=[C:15]([O:19][C:20]2[CH:25]=[CH:24][CH:23]=[CH:22][CH:21]=2)[CH:14]=1)(=[O:10])=[O:11])[CH3:38] |f:1.2|. Reported procedure: Part I: A solution of 2.5 g (5 mmol) of 1-[(2-morpholinoethyl)amino]carbonyl-3-[(3-phenoxybenzyl)sulfonyl]propyl methanesulfonate from Part H in 20 mL of anhydrous DMF was treated with 0.8 g (7 mM) of potassium thioacetate. After 1 hour, the reaction was partitioned between ethyl acetate and sodium bicarbonate solution. The layers were separated and the organic layer was washed with brine (3×), dried (MgSo4) and concentrated to yield 2.4 g of crude product. This was chromatographed on silica gel... Reactants: COC1=CC=C(CN)C=C1 (p-methoxybenzylamine), C[O-].[Na+] (sodium methoxide), C(C)OC(C#N)OCC (diethoxyacetonitrile). Solvent: CO (MeOH), CO (MeOH). Procedure: A solution of sodium methoxide (23%, 4.1 mL, 16 mmol) in MeOH was added to a solution of diethoxyacetonitrile (22 g, 86 mmol) in MeOH (400 mL) with stirring. The solution was stirred at room temperature overnight. The solvent was distilled off under reduced pressure. The residue was dissolved in diethyl ethyl (200 mL) and washed with washed with brine (200 mL), dried over anhydrous Na2SO4, filtered and concentrated to dryness. The crude material was dissolved in MeOH (100 mL), and p-methoxybenzy... Reaction SMILES: C[O-].[Na+].[CH2:4]([O:6][CH:7]([O:10][CH2:11][CH3:12])[C:8]#[N:9])[CH3:5].[CH3:13][O:14][C:15]1[CH:22]=[CH:21][C:18]([CH2:19][NH2:20])=[CH:17][CH:16]=1>CO>[CH2:4]([O:6][CH:7]([O:10][CH2:11][CH3:12])[C:8](=[NH:9])[NH:20][CH2:19][C:18]1[CH:21]=[CH:22][C:15]([O:14][CH3:13])=[CH:16][CH:17]=1)[CH3:5] |f:0.1|. The yield is 107.9%. The product is C(C)OC(C(NCC1=CC=C(C=C1)OC)=N)OCC (2,2-Diethoxy-N-(4-methoxybenzyl)acetimidamide). Starting materials: CS(=O)(=O)NC1=CC=C(CN2CN(C3(C2=O)CCN(CC3)C(=O)OC(C)(C)C)C3=CC=CC=C3)C=C1 (tert-Butyl 3-(4-(methylsulfonamido)benzyl)-4-oxo-1-phenyl-1,3,8-triazaspiro[4.5]decane-8-carboxylate), Cl (hydrochloric acid). The solvent is O1CCOCC1 (1,4-dioxane). Yields the product Cl.O=C1N(CN(C12CCNCC2)C2=CC=CC=C2)CC2=CC=C(C=C2)NS(=O)(=O)C (N-(4-((4-oxo-1-phenyl-1,3,8-triazaspiro[4.5]decan-3-yl)methyl)phenyl)methanesulfonamide, hydrochloride salt). Reaction SMILES: [CH3:1][S:2]([NH:5][C:6]1[CH:36]=[CH:35][C:9]([CH2:10][N:11]2[C:15](=[O:16])[C:14]3([CH2:21][CH2:20][N:19](C(OC(C)(C)C)=O)[CH2:18][CH2:17]3)[N:13]([C:29]3[CH:34]=[CH:33][CH:32]=[CH:31][CH:30]=3)[CH2:12]2)=[CH:8][CH:7]=1)(=[O:4])=[O:3].[ClH:37]>O1CCOCC1>[ClH:37].[O:16]=[C:15]1[C:14]2([CH2:17][CH2:18][NH:19][CH2:20][CH2:21]2)[N:13]([C:29]2[CH:30]=[CH:31][CH:32]=[CH:33][CH:34]=2)[CH2:12][N:11]1[CH2:10][C:9]1[CH:8]=[CH:7][C:6]([NH:5][S:2]([CH3:1])(=[O:4])=[O:3])=[CH:36][CH:35]=1 |f:3.4|. Reported procedure: tert-Butyl 3-(4-(methylsulfonamido)benzyl)-4-oxo-1-phenyl-1,3,8-triazaspiro[4.5]decane-8-carboxylate (2.30 g, 4.47 mmol) and 4M hydrochloric acid in 1,4-dioxane (25 mL) were stirred at room temperature for 2 hours. The reaction was evaporated and dried under vacuum to give product as a light yellow solid (2.02 g, quant.); MS for C21H26N4O3S m/z 415 (M+H)+. Reactants: CN(C)C=O, [H-], [Na+], O, OCCN1CCCC1, Cc1ccc(S(=O)(=O)OCCOC2CCC3(C)C(CCC4C3CCC3(C)C(c5ccoc5)CCC43O)C2)cc1. Yields the product CC12CCC(OCCOCCN3CCCC3)CC1CCC1C2CCC2(C)C(c3ccoc3)CCC12O. RXN SMILES: [CH3:51][N:52]([CH3:53])[CH:54]=[O:55].[H-:2].[Na+:1].[OH2:50].[OH:3][CH2:4][CH2:5][N:6]1[CH2:7][CH2:8][CH2:9][CH2:10]1.[S:11]([O:12][CH2:22][CH2:23][O:24][CH:25]1[CH2:26][CH:27]2[CH2:28][CH2:29][CH:30]3[C:31]4([OH:49])[CH2:32][CH2:33][CH:34]([c:44]5[cH:45][o:46][cH:47][cH:48]5)[C:35]4([CH3:36])[CH2:37][CH2:38][CH:39]3[C:40]2([CH3:43])[CH2:41][CH2:42]1)([c:13]1[cH:14][cH:15][c:16]([CH3:17])[cH:18][cH:19]1)(=[O:20])=[O:21]>>[O:3]([CH2:4][CH2:5][N:6]1[CH2:7][CH2:8][CH2:9][CH2:10]1)[CH2:22][CH2:23][O:24][CH:25]1[CH2:26][CH:27]2[CH2:28][CH2:29][CH:30]3[C:31]4([OH:49])[CH2:32][CH2:33][CH:34]([c:44]5[cH:45][o:46][cH:47][cH:48]5)[C:35]4([CH3:36])[CH2:37][CH2:38][CH:39]3[C:40]2([CH3:43])[CH2:41][CH2:42]1. The reactants are O=C([O-])[O-], CC1(C)OB(c2ccc(N)cc2)OC1(C)C, CN(C)CCCl, CC#N, Cl, [I-], [K+], [K+], [K+]. Yields the product CN(C)CCNc1ccc(B2OC(C)(C)C(C)(C)O2)cc1. As a reaction SMILES: [C:19](=[O:20])([O-:21])[O-:22].[CH3:1][C:2]1([CH3:16])[O:3][B:4]([c:9]2[cH:10][cH:11][c:12]([NH2:15])[cH:13][cH:14]2)[O:5][C:6]1([CH3:7])[CH3:8].[CH3:26][N:27]([CH2:28][CH2:29][Cl:30])[CH3:31].[CH3:32][C:33]#[N:34].[ClH:25].[I-:18].[K+:17].[K+:23].[K+:24]>>[CH3:1][C:2]1([CH3:16])[O:3][B:4]([c:9]2[cH:10][cH:11][c:12]([NH:15][CH2:29][CH2:28][N:27]([CH3:26])[CH3:31])[cH:13][cH:14]2)[O:5][C:6]1([CH3:7])[CH3:8]. Starting materials: COc1ccc(S(=O)(=O)C(CCCCc2ccccc2)C(C)(C)C(=O)O)cc1OC, C[Si](C)(C)NO, O=C(Cl)C(=O)Cl, ClCCl. Product: COc1ccc(S(=O)(=O)C(CCCCc2ccccc2)C(C)(C)C(=O)NO)cc1OC. As a reaction SMILES: [CH3:1][O:2][c:3]1[cH:4][c:5]([S:11](=[O:12])(=[O:13])[CH:14]([C:15]([C:16](=[O:17])[OH:18])([CH3:19])[CH3:20])[CH2:21][CH2:22][CH2:23][CH2:24][c:25]2[cH:26][cH:27][cH:28][cH:29][cH:30]2)[cH:6][cH:7][c:8]1[O:9][CH3:10].[CH3:37][Si:38]([CH3:39])([CH3:40])[NH:41][OH:42].[Cl:31][C:32]([C:33]([Cl:34])=[O:35])=[O:36].[Cl:43][CH2:44][Cl:45]>>[CH3:1][O:2][c:3]1[cH:4][c:5]([S:11](=[O:12])(=[O:13])[CH:14]([C:15]([C:16](=[O:17])[NH:41][OH:42])([CH3:19])[CH3:20])[CH2:21][CH2:22][CH2:23][CH2:24][c:25]2[cH:26][cH:27][cH:28][cH:29][cH:30]2)[cH:6][cH:7][c:8]1[O:9][CH3:10].